Dataset: the Open Reaction Database (ORD), a public repository of structured organic reaction records. Task: describe an organic reaction: reactants, conditions, products, and yield The reactants are ClC1=NC=C(C(=O)O)C=C1 (6-chloronicotinic acid), C1(CCCCC1)CO (cyclohexylmethanol), [H-].[Na+] (sodium hydride). The product is C1(CCCCC1)COC1=NC=C(C(=O)O)C=C1 (6-(Cyclohexylmethoxy)nicotinic acid), product. The yield is 56.0%. As a reaction SMILES: Cl[C:2]1[CH:10]=[CH:9][C:5]([C:6]([OH:8])=[O:7])=[CH:4][N:3]=1.[CH:11]1([CH2:17][OH:18])[CH2:16][CH2:15][CH2:14][CH2:13][CH2:12]1.[H-].[Na+]>>[CH:11]1([CH2:17][O:18][C:2]2[CH:10]=[CH:9][C:5]([C:6]([OH:8])=[O:7])=[CH:4][N:3]=2)[CH2:16][CH2:15][CH2:14][CH2:13][CH2:12]1 |f:2.3|. Procedure details: 6-(Cyclohexylmethoxy)nicotinic acid was prepared from 6-chloronicotinic acid (0.50 g), cyclohexylmethanol (0.41 ml) and sodium hydride (60%, 0.32 g) according to the method described in Example 54 to give the product as a white solid (0.42 g, 56%): δH (400 MHz, DMSO-d6) 12.97 (1H, br), 8.70 (1H, d, J 2.5 Hz), 8.12 (1H, dd, J 8.5, 2.5 Hz), 6.88 (1H, d, J 8.5 Hz), 4.14 (2H, d, J 6 Hz), 1.81–1.60 (6H, m), 1.20 (3H, sept of triplets, J 12, 2.5 Hz) and 1.03 (2H, dq, J 11, 2.5 Hz); HPLC (XTERRA, 50/80...